This data is from the Open Reaction Database (ORD), a public repository of structured organic reaction records. The task is: describe an organic reaction: reactants, conditions, products, and yield The reactants are C(C1=CC=CC=C1)OC(=O)N[C@H](C(=O)OC)COC[C@@H]([C@H]([C@H](C)O)OCC(=C)C)OCC(=C)C ((S)-methyl 2-(benzyloxycarbonylamino)-3-((2S,3S,4S)-4-hydroxy-2,3-bis(2-methylallyloxy)pentyloxy)propanoate), [Li+].[OH-] (LiOH), CC1=C(C(=CC=C1)[N+](=O)[O-])C(=O)OC(=O)C2=C(C=CC=C2[N+](=O)[O-])C (MNBA). Reagents/catalysts: CN(C)C=1C=CN=CC1 (DMAP). Run in C1(=CC=CC=C1)C (toluene), CCOC(=O)C (EtOAc), C1CCOC1.O (THF H2O), C1(=CC=CC=C1)C (toluene). Reaction conditions: time 40 minute. The product is C[C@H]1[C@@H]([C@H](COC[C@@H](C(O1)=O)NC(OCC1=CC=CC=C1)=O)OCC(=C)C)OCC(=C)C (benzyl (3S,7S,8S,9S)-9-methyl-7,8-bis(2-methylallyloxy)-2-oxo-1,5-dioxonan-3-ylcarbamate). The yield is 62.7%. Reaction SMILES: [CH2:1]([O:8][C:9]([NH:11][C@@H:12]([CH2:17][O:18][CH2:19][C@H:20]([O:30][CH2:31][C:32]([CH3:34])=[CH2:33])[C@@H:21]([O:25][CH2:26][C:27]([CH3:29])=[CH2:28])[C@@H:22]([OH:24])[CH3:23])[C:13](OC)=[O:14])=[O:10])[C:2]1[CH:7]=[CH:6][CH:5]=[CH:4][CH:3]=1.[Li+].[OH-].CC1C=CC=C([N+]([O-])=O)C=1C(OC(C1C([N+]([O-])=O)=CC=CC=1C)=O)=O>C1COCC1.O.CCOC(C)=O.C1(C)C=CC=CC=1.CN(C1C=CN=CC=1)C>[CH3:23][C@@H:22]1[O:24][C:13](=[O:14])[C@@H:12]([NH:11][C:9](=[O:10])[O:8][CH2:1][C:2]2[CH:7]=[CH:6][CH:5]=[CH:4][CH:3]=2)[CH2:17][O:18][CH2:19][C@H:20]([O:30][CH2:31][C:32]([CH3:34])=[CH2:33])[C@H:21]1[O:25][CH2:26][C:27]([CH3:29])=[CH2:28] |f:1.2,4.5|. Procedure details: To a solution of (S)-methyl 2-(benzyloxycarbonylamino)-3-((2S,3S,4S)-4-hydroxy-2,3-bis(2-methylallyloxy)pentyloxy)propanoate (480 mg, 1.001 mmol) in THF/H2O (18 mL, 2:1 ratio) was added LiOH (71.9 mg, 3.00 mmol) and the solution was allowed to stir for 40 minutes (min) at ambient temperature. The crude reaction mixture was diluted with EtOAc and washed with 1 Normal (N) aqueous HCl. The phases were separated and the aqueous phase was extracted with EtOAc (3×20 mL). The combined organic layers we... As a reaction SMILES: [Br:5][c:6]1[cH:7][c:8]([O:14][c:15]2[cH:16][c:17]([O:23][CH3:24])[cH:18][c:19]([O:21][CH3:22])[cH:20]2)[c:9]([CH2:10][OH:11])[cH:12][cH:13]1.[CH2:26]([Cl:27])[Cl:28].[OH2:25].[P:1]([Br:2])([Br:3])[Br:4]>>[Br:2][CH2:10][c:9]1[c:8]([O:14][c:15]2[cH:16][c:17]([O:23][CH3:24])[cH:18][c:19]([O:21][CH3:22])[cH:20]2)[cH:7][c:6]([Br:5])[cH:13][cH:12]1. Product: COc1cc(OC)cc(Oc2cc(Br)ccc2CBr)c1. The reactants are COc1cc(OC)cc(Oc2cc(Br)ccc2CO)c1, ClCCl, O, BrP(Br)Br. The yield is 106.9%. Yields the product C(C1=CC=CC=C1)OC(=O)N1C(=NC=2C1=CSC2)SCC2=NC=CC(=C2)OC (1-Benzyloxycarbonyl-2-(4-methoxy-2-picolylmercapto)-1H-thieno[3,4-d]imidazole). Procedure details: 1.4 g (5 mmol) of 2-(4-methoxy-2-picolylmercapto)-1H-thieno[3,4-d]imidazole were reacted in analogy to Example 15 with 0.8 ml (5 mmol) of benzyl chloroformate (90-95%). 2.2 g of oily crude product were obtained and were chromatographed on silica gel (35-70μ) with toluene/ethyl acetate (1:5). The product crystallized from diethyl ether. Melting point 102°-104° C. Reaction SMILES: [CH3:1][O:2][C:3]1[CH:8]=[CH:7][N:6]=[C:5]([CH2:9][S:10][C:11]2[NH:15][C:14]3=[CH:16][S:17][CH:18]=[C:13]3[N:12]=2)[CH:4]=1.Cl[C:20]([O:22][CH2:23][C:24]1[CH:29]=[CH:28][CH:27]=[CH:26][CH:25]=1)=[O:21]>>[CH2:23]([O:22][C:20]([N:12]1[C:13]2=[CH:18][S:17][CH:16]=[C:14]2[N:15]=[C:11]1[S:10][CH2:9][C:5]1[CH:4]=[C:3]([O:2][CH3:1])[CH:8]=[CH:7][N:6]=1)=[O:21])[C:24]1[CH:29]=[CH:28][CH:27]=[CH:26][CH:25]=1. The reactants are COC1=CC(=NC=C1)CSC1=NC=2C(N1)=CSC2 (2-(4-methoxy-2-picolylmercapto)-1H-thieno[3,4-d]imidazole), ClC(=O)OCC1=CC=CC=C1 (benzyl chloroformate).